Dataset: the Open Reaction Database (ORD), a public repository of structured organic reaction records. Task: describe an organic reaction: reactants, conditions, products, and yield Reactants: COC(C1=C(C=CC(=C1)C(C)(C)C)O)=O (5-(tert-butyl)-2-hydroxybenzoic acid methyl ester), [OH-].C(CCC)[N+](CCCC)(CCCC)CCCC (tetrabutyl-ammoniumhydroxide), solution, C(CCC)[N+](CCCC)(CCCC)CCCC (tetra-butylammonium), CI (methyliodide). The solvent is C1CCOC1 (THF). Conditions: time 2 hour. Yields the product COC(C1=C(C=CC(=C1)C(C)(C)C)OC)=O (5-(tert-Butyl)-2-methoxybenzoic acid methyl ester). RXN SMILES: [CH3:1][O:2][C:3](=[O:15])[C:4]1[CH:9]=[C:8]([C:10]([CH3:13])([CH3:12])[CH3:11])[CH:7]=[CH:6][C:5]=1[OH:14].[OH-].[CH2:17]([N+](CCCC)(CCCC)CCCC)CCC.C([N+](CCCC)(CCCC)CCCC)CCC.CI>C1COCC1>[CH3:1][O:2][C:3](=[O:15])[C:4]1[CH:9]=[C:8]([C:10]([CH3:11])([CH3:12])[CH3:13])[CH:7]=[CH:6][C:5]=1[O:14][CH3:17] |f:1.2|. Reported procedure: To 6.0 g of 5-(tert-butyl)-2-hydroxybenzoic acid methyl ester in a round bottom flask was added tetrabutyl-ammoniumhydroxide 40% solution (7.45 g, 1 eq). The resulting solution was stirred at room temperature for 2 hr. All water was evaporated under reduced pressure and then in vacuo. To remove trace water, the salt was dried in a vacuum oven overnight and yielded 12.9 g (99%). To a solution of 12.9 g of tetra-butylammonium salt in 50 ml dry THF was slowly added methyliodide (3.61 mL, 2 eq). The... The reactants are [Cr](=O)(=O)([O-])Cl.[NH+]1=CC=CC=C1 (pyridinium chlorochromate), [Cr](=O)(=O)([O-])Cl.[NH+]1=CC=CC=C1 (pyridinium chlorochromate), OCC1=C(C=CC=C1)NC(OC(C)(C)C)=O (tert-butyl N-[2-(hydroxymethyl)phenyl]carbamate), [Cr](=O)(=O)([O-])Cl.[NH+]1=CC=CC=C1 (pyridinium chlorochromate). The solvent is C(Cl)(Cl)Cl (chloroform). Run at time 1 hour. The product is C(=O)C1=C(C=CC=C1)NC(OC(C)(C)C)=O (tert-butyl N-(2-formylphenyl)carbamate). The yield is 79.5%. RXN SMILES: [Cr](Cl)([O-])(=O)=O.[NH+]1C=CC=CC=1.[OH:12][CH2:13][C:14]1[CH:19]=[CH:18][CH:17]=[CH:16][C:15]=1[NH:20][C:21](=[O:27])[O:22][C:23]([CH3:26])([CH3:25])[CH3:24]>C(Cl)(Cl)Cl>[CH:13]([C:14]1[CH:19]=[CH:18][CH:17]=[CH:16][C:15]=1[NH:20][C:21](=[O:27])[O:22][C:23]([CH3:25])([CH3:24])[CH3:26])=[O:12] |f:0.1|. Procedure details: A 20% dispersion of pyridinium chlorochromate in basic alumina (50 g) was added to a solution of tert-butyl N-[2-(hydroxymethyl)phenyl]carbamate (11.0 g, 0.0493 mol) in anhydrous chloroform and the resulting suspension was stirred under an atmosphere of nitrogen at ambient temperature for 1 hour. Additional 16 g of a 20% dispersion of pyridinium chlorochromate in basic alumina was added and the stirring was continued for 45 min. At this point in time, additional 15 g of of 20% dispersion of pyri... The reactants are CN1CCC(O)N(c2nnc(C3CC3)s2)C1=O, COC(=O)Cl, c1ccncc1. Product: COC(=O)OC1CCN(C)C(=O)N1c1nnc(C2CC2)s1. Reaction SMILES: [CH:1]1([c:4]2[n:5][n:6][c:7]([N:9]3[C:10](=[O:17])[N:11]([CH3:16])[CH2:12][CH2:13][CH:14]3[OH:15])[s:8]2)[CH2:2][CH2:3]1.[Cl:18][C:19](=[O:20])[O:21][CH3:22].[cH:23]1[cH:24][cH:25][n:26][cH:27][cH:28]1>>[CH:1]1([c:4]2[n:5][n:6][c:7]([N:9]3[C:10](=[O:17])[N:11]([CH3:16])[CH2:12][CH2:13][CH:14]3[O:15][C:19](=[O:20])[O:21][CH3:22])[s:8]2)[CH2:2][CH2:3]1. Reactants: CC=1C(OC(=C(C1O)C)C=1OC2=C(C1)C=C(C=C2)C=C2SC(NC2=O)=O)=O (3,5-dimethyl-6-(5-((3,5-dioxo-2,4-thiazolidinylidene) methyl)benzofuran-2-yl)-4-hydroxy-2H-pyran-2-one), CCO (EtOH), [H][H] (hydrogen). Reagents/catalysts: [Pd] (Pd/C). Solvent: O1CCOCC1 (1,4-dioxane). Yields the product CC=1C(OC(=C(C1O)C)C=1OC2=C(C1)C=C(C=C2)CC2SC(NC2=O)=O)=O (3,5-dimethyl-6-(5-((3,5-dioxo-2,4-thiazolidinyl)methyl)benzofuran-2-yl)-4-hydroxy-2H-pyran-2-one). As a reaction SMILES: [CH3:1][C:2]1[C:3](=[O:27])[O:4][C:5]([C:10]2[O:11][C:12]3[CH:18]=[CH:17][C:16]([CH:19]=[C:20]4[C:24](=[O:25])[NH:23][C:22](=[O:26])[S:21]4)=[CH:15][C:13]=3[CH:14]=2)=[C:6]([CH3:9])[C:7]=1[OH:8].CCO.[H][H]>[Pd].O1CCOCC1>[CH3:1][C:2]1[C:3](=[O:27])[O:4][C:5]([C:10]2[O:11][C:12]3[CH:18]=[CH:17][C:16]([CH2:19][CH:20]4[C:24](=[O:25])[NH:23][C:22](=[O:26])[S:21]4)=[CH:15][C:13]=3[CH:14]=2)=[C:6]([CH3:9])[C:7]=1[OH:8]. Reported procedure: To 3,5-dimethyl-6-(5-((3,5-dioxo-2,4-thiazolidinylidene) methyl)benzofuran-2-yl)-4-hydroxy-2H-pyran-2-one (350 mg) in a mixed solvent of EtOH (10 ml) and 1,4-dioxane (10 ml) there was added 10% Pd/C (70 mg), and the mixture was stirred for one day in a hydrogen gas atmosphere. The reaction solution was filtered, the mother liquor was concentrated under reduced pressure, and then the residue was purified by silica gel column chromatography (CH2Cl2/MeOH=5/1) to obtain 3,5-dimethyl-6-(5-((3,5-dioxo... Starting materials: O (H2O), C1=NNC=2C=CC3=C(C12)C(C(N3)=O)=O (3,6-dihydro-pyrrolo[3,2-e]indazole-7,8-dione), C1=CC(=CC=C1NN)S(=O)(=O)N.Cl (4-sulfonamidophenylhydrazine hydrochloride), ( M )-. Run in CCOC(=O)C (EtOAc). Yields the product O=C1C(C=2C=3C=NNC3C=CC2N1)=NNC1=CC=C(C=C1)S(=O)(=O)N (4-[N′-(7-Oxo-6,7-dihydro-3H-pyrrolo[3,2-e]indazol-8-ylidene)-hydrazino]-benzenesulfonamide). The yield is 8.0%. RXN SMILES: [CH:1]1[C:9]2[C:8]3[C:10](=O)[C:11](=[O:13])[NH:12][C:7]=3[CH:6]=[CH:5][C:4]=2[NH:3][N:2]=1.[CH:15]1[C:20]([NH:21][NH2:22])=[CH:19][CH:18]=[C:17]([S:23]([NH2:26])(=[O:25])=[O:24])[CH:16]=1.Cl.O>CCOC(C)=O>[O:13]=[C:11]1[NH:12][C:7]2[CH:6]=[CH:5][C:4]3[NH:3][N:2]=[CH:1][C:9]=3[C:8]=2[C:10]1=[N:22][NH:21][C:20]1[CH:19]=[CH:18][C:17]([S:23]([NH2:26])(=[O:24])=[O:25])=[CH:16][CH:15]=1 |f:1.2|. Reported procedure: The title compound was prepared from 3,6-dihydro-pyrrolo[3,2-e]indazole-7,8-dione (Cuny, et al., Chemie Berichte 1981, 114, 1624-35) and 4-sulfonamidophenylhydrazine hydrochloride according to Procedure G in 8% yield: 1H NMR (DMSO-d6): δ 7.02 (d, J=8.7 Hz, 1H), 7.28 Z (s, 2H), 7.51 (d, J=8.6 Hz, 2H), 7.68 (d, J=8.8 Hz, 1H), 7.82 (d, J=8.7 Hz, 2H), 8.34 (s, 1H), 10.98 (s, 1H), 12.90 (s, 1H), 13.20 (s, 1H); APCI−MS m/z 356 (M)−. Anal. Calcd for C15H12N6O3S.1.46 H2O.0.2 EtOAc: C, 47.41, H, 4.16; N,... Starting materials: ClC1=CC2=C(N=C(S2)N2CCC(CC2)CCOC=2C=C(C(=O)OCC)C=CC2)C=C1 (Ethyl 3-{2-[1-(6-chlorobenzothiazole-2-yl)piperidine-4-yl]ethoxy}benzoate), [OH-].[Na+] (sodium hydroxide), CO (methanol), Cl (hydrochloric acid). Run in O (water). Conditions: temperature 60 celsius, time 1 hour. Yields the product ClC1=CC2=C(N=C(S2)N2CCC(CC2)CCOC=2C=C(C(=O)O)C=CC2)C=C1 (3-{2-[1-(6-chlorobenzothiazole-2-yl)piperidine-4-yl]ethoxy}benzoic acid). As a reaction SMILES: [Cl:1][C:2]1[CH:30]=[CH:29][C:5]2[N:6]=[C:7]([N:9]3[CH2:14][CH2:13][CH:12]([CH2:15][CH2:16][O:17][C:18]4[CH:19]=[C:20]([CH:26]=[CH:27][CH:28]=4)[C:21]([O:23]CC)=[O:22])[CH2:11][CH2:10]3)[S:8][C:4]=2[CH:3]=1.[OH-].[Na+].CO.Cl>O>[Cl:1][C:2]1[CH:30]=[CH:29][C:5]2[N:6]=[C:7]([N:9]3[CH2:14][CH2:13][CH:12]([CH2:15][CH2:16][O:17][C:18]4[CH:19]=[C:20]([CH:26]=[CH:27][CH:28]=4)[C:21]([OH:23])=[O:22])[CH2:11][CH2:10]3)[S:8][C:4]=2[CH:3]=1 |f:1.2|. Procedure: A mixture of Ethyl 3-{2-[1-(6-chlorobenzothiazole-2-yl)piperidine-4-yl]ethoxy}benzoate (0.30 g; 6.671 mmol), 2N-aqueous sodium hydroxide (1.5 ml) and methanol (3 ml) was stirred at 60° C. for 1 hour. The reaction solution was condensed under reduced pressure. To the residue were added water and 2N aqueous hydrochloric acid to be neutral. The precipitate was collected and washed with water and diisopropyl ether to give 3-{2-[1-(6-chlorobenzothiazole-2-yl)piperidine-4-yl]ethoxy}benzoic acid as col... The reactants are C(CC(O)(C(=O)[O-])CC(=O)[O-])(=O)[O-] (citrate), [Mg+2].[Cl-].[Cl-] (MgCl2), [3H]oleic acid, O=C[C@H](O)[C@@H](O)[C@H](O)[C@H](O)CO (glucose), C1CN(CCN1CCO)CCS(=O)(=O)O (HEPES), [Cl-].[K+] (KCl), Na2HPO4, [Na+].[Cl-] (NaCl), O=C[C@H](O)[C@@H](O)[C@H](O)[C@H](O)CO (dextrose), CC1=CC(=C(C=C1)N(CC(=O)OCOC(=O)C)CC(=O)OCOC(=O)C)OCCOC2=C(C=C3C(=C2)C=C(O3)C4=NC=C(O4)C(=O)OCOC(=O)C)N(CC(=O)OCOC(=O)C)CC(=O)OCOC(=O)C (Fura 2/AM), CC(=O)OC1=C(C=C2C(=C1)OC3=CC(=C(C=C3C24C5=CC=CC=C5C(=O)O4)Cl)OC(=O)C)Cl (DCFH-DA), Ca2+. The solvent is CO (methanol). Run at time 20 minute. Product: C1=CC(=C(C=C1C2=C(C(=O)C=3C(=CC(=CC3O2)O)O)O)O)O (quercetin). RXN SMILES: C([O-])(=O)CC(CC([O-])=O)(C([O-])=O)[OH:4].O=[CH:15][C@@H:16]([C@H:18]([C@@H:20]([C@@H:22]([CH2:24][OH:25])O)[OH:21])O)[OH:17].CC1C=CC(N(CC(OCOC(C)=O)=O)CC(OCOC(C)=O)=O)=C(OCC[O:55][C:56]2[CH:61]=[C:60]3[CH:62]=[C:63]([C:65]4[O:69]C(C(OCOC(C)=O)=O)=CN=4)[O:64][C:59]3=[CH:58][C:57]=2N(CC(OCOC(C)=O)=O)CC(OCOC(C)=O)=O)C=1.CC(OC1C=C2OC3C(C4(OC(=O)C5C4=CC=CC=5)C2=CC=1Cl)=CC(Cl)=C(OC(C)=O)C=3)=O.[Na+].[Cl-].[Cl-].[K+].[Mg+2].[Cl-].[Cl-].C1N(CCO)CCN(CCS(O)(=O)=O)C1>CO>[CH:59]1[C:60]([C:62]2[O:17][C:16]3[CH:15]=[C:24]([OH:25])[CH:22]=[C:20]([OH:21])[C:18]=3[C:65](=[O:69])[C:63]=2[OH:64])=[CH:61][C:56]([OH:55])=[C:57]([OH:4])[CH:58]=1 |f:4.5,6.7,8.9.10|. Procedure: Drug-free human blood obtained from healthy volunteers was coagulated with acid:citrate:dextrose. Platelet-rich plasma was centrifuged at 800×g for 20 min at room temperature and the pellet was suspended in a volume equal to half the initial volume of autologous plasma, low in platelets. The platelet suspensions were incubated for 1 h at 37° C. with 3 μmol of Fura 2/AM per L, 40 μmol DCFH-DA/L, 7.4 GBq (2 Ci) 32Pi/L, or 3.7 MBq (1 mCi) [3H]oleic acid/L. The platelets were washed by exclusion chr...